From a dataset of the Open Reaction Database (ORD), a public repository of structured organic reaction records. describe an organic reaction: reactants, conditions, products, and yield The reactants are C1(=CC=CC=C1)CC(=O)N[C@H]1[C@@H]2N(C(=C(CS2)OS(=O)(=O)C(F)(F)F)C(=O)OCC2=CC=C(C=C2)OC)C1=O (p-methoxybenzyl (6R,7R)-7-phenylacetamido-3-(trifluoromethylsulphonyloxy)ceph-3-em-4-carboxylate), C(C=C)O (allyl alcohol), C(C)(C)N(CC)C(C)C (diisopropylethyl-amine). The solvent is ClCCl (dichloromethane). Conditions: time 30 minute. Yields the product OC[C@H]1CC2=C(N3C([C@H]([C@H]3S[C@@H]12)NC(CC1=CC=CC=C1)=O)=O)C(=O)OCC1=CC=C(C=C1)OC (p-Methoxybenzyl (5R,6S,8R,9R)-5-hydroxymethyl-10-oxo-9-phenylacetamido-7-thia-1-azatricyclo[6.2.0.03,6 ]dec-2-ene-2-carboxylate). Isolated yield 71.2%. RXN SMILES: [C:1]1([CH2:7][C:8]([NH:10][C@@H:11]2[C:38](=[O:39])[N:13]3[C:14]([C:26]([O:28][CH2:29][C:30]4[CH:35]=[CH:34][C:33]([O:36][CH3:37])=[CH:32][CH:31]=4)=[O:27])=[C:15](OS(C(F)(F)F)(=O)=O)[CH2:16][S:17][C@H:12]23)=[O:9])[CH:6]=[CH:5][CH:4]=[CH:3][CH:2]=1.[CH2:40]([OH:43])[CH:41]=[CH2:42].C(N(C(C)C)CC)(C)C>ClCCl>[OH:43][CH2:40][C@@H:41]1[C@H:16]2[C:15](=[C:14]([C:26]([O:28][CH2:29][C:30]3[CH:31]=[CH:32][C:33]([O:36][CH3:37])=[CH:34][CH:35]=3)=[O:27])[N:13]3[C@H:12]([S:17]2)[C@H:11]([NH:10][C:8](=[O:9])[CH2:7][C:1]2[CH:2]=[CH:3][CH:4]=[CH:5][CH:6]=2)[C:38]3=[O:39])[CH2:42]1. Procedure details: To a mixture of p-methoxybenzyl (6R,7R)-7-phenylacetamido-3-(trifluoromethylsulphonyloxy)ceph-3-em-4-carboxylate (20 mg, 0.0341 mmol), allyl alcohol (11.6 μl, 0.171 mmol) and dichloromethane (0.5 ml) was added diisopropylethyl-amine (6 μl, 0.034 mmol). After stirring at room temperature for 30 min the mixture was chromatographed to give the title compound (12 mg, 71%), (Found: M+, 4.94.1528. C26H26N2O6S requires M, 494.1512); νmax (CH2Cl2) 1787, 1722, 1687 cm-1 ; δH (CDCl3) 2.89 (1H, m), 2.96 (1... The reactants are BrCC(=O)C1=CC=C(C=C1)Br (2-bromo-1-(4-bromophenyl)ethanone), Cl.C1(CC1)C(N)=N (cyclopropanecarboximidamide hydrochloride), C([O-])([O-])=O.[K+].[K+] (potassium carbonate). Run in CN(C=O)C (N,N-dimethylformamide). Reaction conditions: temperature 23 celsius, time 8 hour. Yields the product BrC1=CC=C(C=C1)C1=CN=C(N1)C1CC1 (5-(4-bromophenyl)-2-cyclopropyl-1H-imidazole). The yield is 50.0%. RXN SMILES: Br[CH2:2][C:3]([C:5]1[CH:10]=[CH:9][C:8]([Br:11])=[CH:7][CH:6]=1)=O.Cl.[CH:13]1([C:16](=[NH:18])[NH2:17])[CH2:15][CH2:14]1.C(=O)([O-])[O-].[K+].[K+]>CN(C)C=O>[Br:11][C:8]1[CH:9]=[CH:10][C:5]([C:3]2[NH:18][C:16]([CH:13]3[CH2:15][CH2:14]3)=[N:17][CH:2]=2)=[CH:6][CH:7]=1 |f:1.2,3.4.5|. Reported procedure: To a solution of 89.0 g (320 mmol) 2-bromo-1-(4-bromophenyl)ethanone in 2.0 L N,N-dimethylformamide were added cyclopropanecarboximidamide hydrochloride, 132.8 g potassium carbonate and the mixture was stirred at 23° C. overnight. After removal of the solvent, water was added and the mixture was extracted with ethyl acetate. The organic layer was washed with brine and dried over sodium sulfate. After filtration and removal of the solvent the residue was purified by crystallisation to give 42.1 g... Starting materials: CCO, Cl, [Na+], [OH-], O, CCOC(=O)C(CCCCCCCCCC1Cc2cc(O)ccc2C2CCC3(C)C(O)CCC3C12)CCCC(F)(F)C(F)(F)F. Yields the product CC12CCC3c4ccc(O)cc4CC(CCCCCCCCCC(CCCC(F)(F)C(F)(F)F)C(=O)O)C3C1CCC2O. Reaction SMILES: [CH3:49][CH2:50][OH:51].[ClH:48].[Na+:47].[OH-:46].[OH2:52].[OH:1][c:2]1[cH:3][c:4]2[c:17]([cH:18][cH:19]1)[CH:16]1[CH:7]([CH:6]([CH2:21][CH2:22][CH2:23][CH2:24][CH2:25][CH2:26][CH2:27][CH2:28][CH2:29][CH:30]([C:31](=[O:32])[O:33][CH2:34][CH3:35])[CH2:36][CH2:37][CH2:38][C:39]([C:40]([F:41])([F:42])[F:43])([F:44])[F:45])[CH2:5]2)[CH:8]2[CH2:9][CH2:10][CH:11]([OH:20])[C:12]2([CH3:13])[CH2:14][CH2:15]1>>[OH:1][c:2]1[cH:3][c:4]2[c:17]([cH:18][cH:19]1)[CH:16]1[CH:7]([CH:6]([CH2:21][CH2:22][CH2:23][CH2:24][CH2:25][CH2:26][CH2:27][CH2:28][CH2:29][CH:30]([C:31](=[O:32])[OH:33])[CH2:36][CH2:37][CH2:38][C:39]([C:40]([F:41])([F:42])[F:43])([F:44])[F:45])[CH2:5]2)[CH:8]2[CH2:9][CH2:10][CH:11]([OH:20])[C:12]2([CH3:13])[CH2:14][CH2:15]1. The reactants are S1C2=C(C=C1)C=CC=C2CCOCC(=O)O (2-(2-benzo[b]thiophen-7-ylethoxy)-acetic acid), C(C(=O)Cl)(=O)Cl (oxalyl chloride), Cl (hydrochloric acid), C(C)NCC (diethylamine). Run in C(Cl)Cl (methylene chloride), CN(C=O)C (N,N-dimethylformamide), O (Water). Conditions: temperature 5 celsius, time 1.5 hour. The product is S1C2=C(C=C1)C=CC=C2CCOCC(=O)N(CC)CC (2-(2-benzo[b]thiophen-7-ylethoxy)-N,N-diethylacetamide). Reaction SMILES: [S:1]1[CH:5]=[CH:4][C:3]2[CH:6]=[CH:7][CH:8]=[C:9]([CH2:10][CH2:11][O:12][CH2:13][C:14]([OH:16])=O)[C:2]1=2.C(Cl)(=O)C(Cl)=O.[CH2:23]([NH:25][CH2:26][CH3:27])[CH3:24].Cl>C(Cl)Cl.O.CN(C)C=O>[S:1]1[CH:5]=[CH:4][C:3]2[CH:6]=[CH:7][CH:8]=[C:9]([CH2:10][CH2:11][O:12][CH2:13][C:14]([N:25]([CH2:26][CH3:27])[CH2:23][CH3:24])=[O:16])[C:2]1=2. Procedure: In 10 mL of methylene chloride is dissolved 1.20 g of 2-(2-benzo[b]thiophen-7-ylethoxy)-acetic acid. The solution is cooled to 5° C., 0.49 mL of oxalyl chloride and 0.1 mL of N,N-dimethylformamide are added thereto, and the resulting mixture is stirred at ambient temperature for 1.5 hours. The mixture is then cooled to 5° C., 2.6 mL of diethylamine is added, and the resulting mixture is stirred at ambient temperature for 2 hours. Water is added to the reaction mixture, pH is adjusted to 1.0 with...